From a dataset of the Open Reaction Database (ORD), a public repository of structured organic reaction records. describe an organic reaction: reactants, conditions, products, and yield Starting materials: ClC=1C=CC2=C(C(=CO2)CCI)C1 (2-(5-chloro-1-benzofuran-3-yl)ethyl iodide), ClC=1C=C2C=CC=NC2=C(C1)N1CCNCC1 (6-chloro-8-piperazino quinoline). The product is ClC=1C=CC2=C(C(=CO2)CCN2CCN(CC2)C=2C=C(C=C3C=CC=NC23)Cl)C1 (8-{4-[2-(5-chloro-1-benzofuran-3-yl)ethyl]-1-piperazinyl}-6-chloro-quinoline). Reaction SMILES: [Cl:1][C:2]1[CH:3]=[CH:4][C:5]2[O:9][CH:8]=[C:7]([CH2:10][CH2:11]I)[C:6]=2[CH:13]=1.[Cl:14][C:15]1[CH:16]=[C:17]2[C:22](=[C:23]([N:25]3[CH2:30][CH2:29][NH:28][CH2:27][CH2:26]3)[CH:24]=1)[N:21]=[CH:20][CH:19]=[CH:18]2>>[Cl:1][C:2]1[CH:3]=[CH:4][C:5]2[O:9][CH:8]=[C:7]([CH2:10][CH2:11][N:28]3[CH2:29][CH2:30][N:25]([C:23]4[CH:24]=[C:15]([Cl:14])[CH:16]=[C:17]5[C:22]=4[N:21]=[CH:20][CH:19]=[CH:18]5)[CH2:26][CH2:27]3)[C:6]=2[CH:13]=1. Reported procedure: 8-{4-[2-(5-chloro-1-benzofuran-3-yl)ethyl]-1-piperazinyl}-6-chloro-quinoline was prepared by generally following the procedure outlined in example 12, step 6, starting from the 2-(5-chloro-1-benzofuran-3-yl)ethyl iodide (306 mg, 1 mmol) and 6-chloro-8-piperazino quinoline (247 mg, 1 mmol). The product was purified by silica-gel column chromatography by initially eluting it with 80% ethyl acetate:hexane and then with 5% methanol:ethyl acetate, yielding a brown oil. Yield: 110 mg (25%); (M+H): 427... Reactants: C(C)(=O)C1=CC(=C(OCCCCC#N)C=C1O)CC (5-(4-acetyl-2-ethyl-5hydroxyphenoxy)pentanenitrile). Reagents/catalysts: [Pd] (palladium on carbon). Run in C(C)(=O)O (acetic acid). Run at time 2 hour. Yields the product NCCCCCOC1=CC(=C(C=C1CC)C(C)=O)O (1-[4-[(5-Aminopentyl)oxy]-5-ethyl-2-hydroxyphenyl]ethanone). RXN SMILES: [C:1]([C:4]1[C:16]([OH:17])=[CH:15][C:7]([O:8][CH2:9][CH2:10][CH2:11][CH2:12][C:13]#[N:14])=[C:6]([CH2:18][CH3:19])[CH:5]=1)(=[O:3])[CH3:2]>[Pd].C(O)(=O)C>[NH2:14][CH2:13][CH2:12][CH2:11][CH2:10][CH2:9][O:8][C:7]1[C:6]([CH2:18][CH3:19])=[CH:5][C:4]([C:1](=[O:3])[CH3:2])=[C:16]([OH:17])[CH:15]=1. Procedure details: A mixture of 2.0 % of 5-(4-acetyl-2-ethyl-5hydroxyphenoxy)pentanenitrile, 50 ml of acetic acid, and 2.0 g of 10% palladium on carbon were subjected to hydrogenation for approximately 2 hours. The mixture was then filtered and concentrated in vacuo. The residue was triturated with diethyl ether to provide 2 g of the desired title product, m.p.=75°-76° C. NMR. Reactants: COC(=O)CCC=CC1=C[C@H]2C[C@H]([C@H]([C@H]2C1)\C=C\C(C(CCCC)(F)F)O)OC1OCCCC1 ((1S,5S,6S,7R)-3-[4-methoxycarbonyl-1(EZ)-butenyl]-6-[4 ,4-difluoro-3(RS)hydroxy-(E)-1-octenyl]-7-tetrahydropyranyloxy-bicyclo[3.3.0]oct-2-ene). Solvent: CC(=O)C (acetone). Run at temperature 120 celsius, time 15 hour. Product: COC(=O)CCC\C=C\1/C[C@H]2C[C@H]([C@H]([C@H]2C1)\C=C\C(C(CCCC)(F)F)O)OC1OCCCC1 ((1S,2S,3R,5S)-(E)-7-(4-methoxycarbonylbutylidene)-2-[4,4-difluoro-3(RS)-hydroxy-(E) -1-octenyl]-3-tetrahydropyranyloxybicyclo[3.3.0]octane). Reaction SMILES: [CH3:1][O:2][C:3]([CH2:5][CH2:6][CH:7]=[CH:8][C:9]1[CH2:16][C@H:15]2[C@H:11]([CH2:12][C@@H:13]([O:28][CH:29]3[CH2:34][CH2:33][CH2:32][CH2:31][O:30]3)[C@H:14]2/[CH:17]=[CH:18]/[CH:19]([OH:27])[C:20]([F:26])([F:25])[CH2:21][CH2:22][CH2:23][CH3:24])[CH:10]=1)=[O:4]>CC(C)=O>[CH3:1][O:2][C:3]([CH2:5][CH2:6][CH2:7]/[CH:8]=[C:9]1\[CH2:10][C@@H:11]2[C@H:15]([CH2:16]\1)[C@H:14](/[CH:17]=[CH:18]/[CH:19]([OH:27])[C:20]([F:26])([F:25])[CH2:21][CH2:22][CH2:23][CH3:24])[C@H:13]([O:28][CH:29]1[CH2:34][CH2:33][CH2:32][CH2:31][O:30]1)[CH2:12]2)=[O:4]. Reported procedure: (1S,5S,6S,7R)-3-[4-Methoxycarbonyl-1(EZ)-butenyl]-6-[4,4-difluoro-3(RS) hydroxy-(E)-1-octenyl]-7-tetrahydropyranyloxybicyclo[3.3.0]oct-2ene (17) (0.184 g) was dissolved in acetone and the solution was placed in an autoclave, into which tricarbonyl chromium/methyl benzoate complex (0.021 g) was added, and then the autoclave was degassed. The mixture in the autoclave was stirred under hydrogen pressure (70 kg/cm2) at 120° C. for 15 hours. The reaction mixture was concentrated under reduced pressur... Starting materials: CCCC[Sn](CCCC)(CCCC)c1ccc(F)cc1, COC(=O)c1nc(Br)c2nc(-c3ccccc3)oc2c1O. The product is COC(=O)c1nc(-c2ccc(F)cc2)c2nc(-c3ccccc3)oc2c1O. As a reaction SMILES: [CH2:22]([Sn:23]([CH2:24][CH2:25][CH2:26][CH3:34])([c:27]1[cH:28][cH:29][c:30]([F:33])[cH:31][cH:32]1)[CH2:35][CH2:36][CH2:37][CH3:38])[CH2:39][CH2:40][CH3:41].[CH3:1][O:2][C:3](=[O:4])[c:5]1[c:6]([OH:21])[c:7]2[c:8]([c:9]([Br:11])[n:10]1)[n:12][c:13](-[c:15]1[cH:16][cH:17][cH:18][cH:19][cH:20]1)[o:14]2>>[CH3:1][O:2][C:3](=[O:4])[c:5]1[c:6]([OH:21])[c:7]2[c:8]([c:9](-[c:27]3[cH:28][cH:29][c:30]([F:33])[cH:31][cH:32]3)[n:10]1)[n:12][c:13](-[c:15]1[cH:16][cH:17][cH:18][cH:19][cH:20]1)[o:14]2. Starting materials: C(C(C)C)N(C)C(C#N)C1=CC(=CC=C1)OC1=CC=CC=C1 (α-(N-isobutyl-N-methylamino)-3-phenoxybenzeneacetonitrile), S(=O)(=O)(OC)OC (dimethyl sulfate). Reaction conditions: temperature 100 celsius, time 4 hour. Product: COS(=O)(=O)[O-].C(#N)C(C1=CC(=CC=C1)OC1=CC=CC=C1)[N+](C)(C)CC(C)C (N-(α-cyano-3-phenoxybenzyl)-N-isobutyl-N,N-dimethylammonium methyl sulfate). Reaction SMILES: [CH2:1]([N:5]([CH:7]([C:10]1[CH:15]=[CH:14][CH:13]=[C:12]([O:16][C:17]2[CH:22]=[CH:21][CH:20]=[CH:19][CH:18]=2)[CH:11]=1)[C:8]#[N:9])[CH3:6])[CH:2]([CH3:4])[CH3:3].[S:23]([O:28]C)([O:26][CH3:27])(=[O:25])=[O:24]>>[CH3:27][O:26][S:23]([O-:28])(=[O:25])=[O:24].[C:8]([CH:7]([N+:5]([CH2:1][CH:2]([CH3:4])[CH3:3])([CH3:27])[CH3:6])[C:10]1[CH:15]=[CH:14][CH:13]=[C:12]([O:16][C:17]2[CH:18]=[CH:19][CH:20]=[CH:21][CH:22]=2)[CH:11]=1)#[N:9] |f:2.3|. Procedure details: A mixture of α-(N-isobutyl-N-methylamino)-3-phenoxybenzeneacetonitrile (7.35 g) and dimethyl sulfate (3.15 g) was stirred at a temperature of 100° C. for a period of 4 hours to give N-(α-cyano-3-phenoxybenzyl)-N-isobutyl-N,N-dimethylammonium methyl sulfate. Proton nuclear magnetic resonance spectrum (d6 -acetone; δ in ppm): 1.18 (6H, d of d); 3.45 (3H, s); 3.53 (3H, s); 6.84 (1H, s); 7.0-7.7 (9H, m). Starting materials: Cl (HCl), CN(C(OC(C)(C)C)=O)C1CN(CC1)S(=O)(=O)C1=CC=CC=C1 (methyl[1-(phenylsulfonyl)-3-pyrrolidinyl]-carbamic Acid, 1,1-dimethylethyl Ester), C(O)([O-])=O.[Na+] (sodium hydrogen carbonate). Solvent: C(C)O (ethanol). Reaction conditions: time 1.5 hour. The product is CC(C)(C)OC(=O)N1[C@H](CNCC1)C ((2S)-2-methyl-1-piperazinecarboxylic acid-1,1-dimethylethyl Ester). Yield: 49.7%. As a reaction SMILES: Cl.[CH3:2][N:3]([CH:11]1[CH2:15][CH2:14][N:13](S(C2C=CC=CC=2)(=O)=O)[CH2:12]1)[C:4](=[O:10])[O:5][C:6]([CH3:9])([CH3:8])[CH3:7].C(=O)([O-])O.[Na+]>C(O)C>[CH3:7][C:6]([O:5][C:4]([N:3]1[CH2:2][CH2:14][NH:13][CH2:12][C@@H:11]1[CH3:15])=[O:10])([CH3:9])[CH3:8] |f:2.3|. Procedure: 2M HCl (50 ml) was added drop wise to a solution of the product of part (b) (31.8 g) in ethanol (1500 ml), the reaction was stirred for 1.5 h. Solid sodium hydrogen carbonate (8.4 g) was added and stirred for 1 h, then concentrated in vacuo. The residue was purified by chromatography (silica, 0-2-5% MeOH/DCM as eluent) to remove the by-products, then eluted with 10% MeOH/DCM to give the sub-title compound (9.3 g). Starting materials: CC(=O)Oc1c(C)c(C)c2c(c1C)C(=O)CC(COc1ccc(N)cc1)(CC(C)C)O2, C=CC(=O)OCC, CC(C)=O, Cl, O=N[O-], [Na+], O. The product is CCOC(=O)C(Cl)Cc1ccc(OCC2(CC(C)C)CC(=O)c3c(C)c(OC(C)=O)c(C)c(C)c3O2)cc1. As a reaction SMILES: [C:2]([CH3:3])(=[O:4])[O:5][c:6]1[c:7]([CH3:32])[c:8]2[c:13]([c:14]([CH3:17])[c:15]1[CH3:16])[O:12][C:11]([CH2:18][CH:19]([CH3:20])[CH3:21])([CH2:22][O:23][c:24]1[cH:25][cH:26][c:27]([NH2:30])[cH:28][cH:29]1)[CH2:10][C:9]2=[O:31].[C:37]([CH:38]=[CH2:39])(=[O:40])[O:41][CH2:42][CH3:43].[CH3:45][C:46](=[O:47])[CH3:48].[ClH:1].[N:33]([O-:34])=[O:35].[Na+:36].[OH2:44]>>[Cl:1][CH:38]([C:37](=[O:40])[O:41][CH2:42][CH3:43])[CH2:39][c:27]1[cH:26][cH:25][c:24]([O:23][CH2:22][C:11]2([CH2:18][CH:19]([CH3:20])[CH3:21])[CH2:10][C:9](=[O:31])[c:8]3[c:7]([CH3:32])[c:6]([O:5][C:2]([CH3:3])=[O:4])[c:15]([CH3:16])[c:14]([CH3:17])[c:13]3[O:12]2)[cH:29][cH:28]1.